From a dataset of the Open Reaction Database (ORD), a public repository of structured organic reaction records. describe an organic reaction: reactants, conditions, products, and yield Reactants: C(C)(C)C1=NN(C=C1C(=O)O)CC1=CC=C(C=C1)OCC=1N=C(OC1C)C1=CC=CC=C1 (3-isopropyl-1-[4-(5-methyl-2-phenyl-4-oxazolylmethoxy)benzyl]-1H-pyrazol-4-carboxylic acid), IC (iodomethane), C([O-])([O-])=O.[K+].[K+] (potassium carbonate), CN(C=O)C (N,N-dimethylformamide). Solvent: O (water). Reaction conditions: temperature 80 celsius, time 5 hour. The product is C(C)(C)C1=NN(C=C1C(=O)OC)CC1=CC=C(C=C1)OCC=1N=C(OC1C)C1=CC=CC=C1 (methyl 3-isopropyl-1-[4-(5-methyl-2-phenyl-4-oxazolylmethoxy)benzyl]-1H-pyrazol-4-carboxylate). Yield: 94.1%. RXN SMILES: [CH:1]([C:4]1[C:8]([C:9]([OH:11])=[O:10])=[CH:7][N:6]([CH2:12][C:13]2[CH:18]=[CH:17][C:16]([O:19][CH2:20][C:21]3[N:22]=[C:23]([C:27]4[CH:32]=[CH:31][CH:30]=[CH:29][CH:28]=4)[O:24][C:25]=3[CH3:26])=[CH:15][CH:14]=2)[N:5]=1)([CH3:3])[CH3:2].IC.[C:35](=O)([O-])[O-].[K+].[K+].CN(C)C=O>O>[CH:1]([C:4]1[C:8]([C:9]([O:11][CH3:35])=[O:10])=[CH:7][N:6]([CH2:12][C:13]2[CH:14]=[CH:15][C:16]([O:19][CH2:20][C:21]3[N:22]=[C:23]([C:27]4[CH:32]=[CH:31][CH:30]=[CH:29][CH:28]=4)[O:24][C:25]=3[CH3:26])=[CH:17][CH:18]=2)[N:5]=1)([CH3:3])[CH3:2] |f:2.3.4|. Reported procedure: A mixture of 3-isopropyl-1-[4-(5-methyl-2-phenyl-4-oxazolylmethoxy)benzyl]-1H-pyrazol-4-carboxylic acid (10.09 g), iodomethane (2 ml), potassium carbonate (4.83 g) and N,N-dimethylformamide (50 ml) was stirred at 80° C. for 5 hours. The reaction mixture was poured into water, which was extracted with ethyl acetate. The ethyl acetate layer was washed with saturated aqueous sodium chloride solution, dried (MgSO4), then concentrated. The residue was subjected to silica gel column chromatography, an... Reported procedure: To a solution of 4-guanidinoimino-6-(2-chlorophenyl)-3-methyl-4,5,6,7-tetrahydroindazole (0.3 g) in ethanol (10 ml) was added sulfuric acid (0.053 ml), and the mixture was concentrated. The resulting crystals were recrystallized from water-ethanol to give 4-guanidinoimino-6-(2-chlorophenyl)-3-methyl-4,5,6,7-tetrahydroindazole sulfate (Compound 24) (0.29 g). RXN SMILES: [NH:1]([N:5]=[C:6]1[CH2:14][CH:13]([C:15]2[CH:20]=[CH:19][CH:18]=[CH:17][C:16]=2[Cl:21])[CH2:12][C:11]2[NH:10][N:9]=[C:8]([CH3:22])[C:7]1=2)[C:2]([NH2:4])=[NH:3].[S:23](=[O:27])(=[O:26])([OH:25])[OH:24]>C(O)C>[S:23]([OH:27])([OH:26])(=[O:25])=[O:24].[NH:1]([N:5]=[C:6]1[CH2:14][CH:13]([C:15]2[CH:20]=[CH:19][CH:18]=[CH:17][C:16]=2[Cl:21])[CH2:12][C:11]2[NH:10][N:9]=[C:8]([CH3:22])[C:7]1=2)[C:2]([NH2:4])=[NH:3] |f:3.4|. Product: S(=O)(=O)(O)O.N(C(=N)N)N=C1C=2C(=NNC2CC(C1)C1=C(C=CC=C1)Cl)C (4-guanidinoimino-6-(2-chlorophenyl)-3-methyl-4,5,6,7-tetrahydroindazole sulfate). Starting materials: N(C(=N)N)N=C1C=2C(=NNC2CC(C1)C1=C(C=CC=C1)Cl)C (4-guanidinoimino-6-(2-chlorophenyl)-3-methyl-4,5,6,7-tetrahydroindazole), S(O)(O)(=O)=O (sulfuric acid). The solvent is C(C)O (ethanol). Reactants: BrC1=CC=C2C(CCOC2=C1)N ((rac)-7-bromo-chroman-4-ylamine), FC(C(=O)NC1(CC1)C(=O)O)(F)F (1-(2,2,2-trifluoroacetamido) cyclopropanecarboxylic acid). Yields the product BrC1=CC=C2C(CCOC2=C1)NC(=O)C1(CC1)NC(C(F)(F)F)=O (1-(2,2,2-trifluoro-acetylamino)-cyclopropanecarboxylic acid ((rac)-7-bromo-chroman-4-yl)-amide). As a reaction SMILES: [Br:1][C:2]1[CH:11]=[C:10]2[C:5]([CH:6]([NH2:12])[CH2:7][CH2:8][O:9]2)=[CH:4][CH:3]=1.[F:13][C:14]([F:25])([F:24])[C:15]([NH:17][C:18]1([C:21](O)=[O:22])[CH2:20][CH2:19]1)=[O:16]>>[Br:1][C:2]1[CH:11]=[C:10]2[C:5]([CH:6]([NH:12][C:21]([C:18]3([NH:17][C:15](=[O:16])[C:14]([F:13])([F:24])[F:25])[CH2:19][CH2:20]3)=[O:22])[CH2:7][CH2:8][O:9]2)=[CH:4][CH:3]=1. Reported procedure: In analogy to the procedure described for the preparation of intermediate A-1 [B] and A-1 [C], (rac)-7-bromo-chroman-4-ylamine has been coupled with 1-(2,2,2-trifluoroacetamido) cyclopropanecarboxylic acid (intermediate A-1 [A]) to give 1-(2,2,2-trifluoro-acetylamino)-cyclopropanecarboxylic acid ((rac)-7-bromo-chroman-4-yl)-amide, which was subsequently reacted with 4,4,4′,4′,5,5,5′,5′-octamethyl-2,2′-bi(1,3,2-dioxaborolane) to yield the title compound as light yellow solid. MS: 453.2 (M−H−). The reactants are C(C)N1C(CCC1)CN (1-ethyl-2-aminomethyl-pyrrolidine), C1C2=C(C(=O)Cl)C=C(C(=C21)O)O (2,3-methylenedioxyl benzoyl chloride), CC(=O)C (acetone), Cl (hydrochloric acid), CC(=O)C (acetone). Solvent: C(Cl)(Cl)Cl (chloroform), O (water), C(Cl)(Cl)Cl (chloroform). Product: Cl.C(C)N1C(CCC1)CNC(C1=C2C(=CC=C1)OCO2)=O (N-(1-ethyl-2-pyrrolidylmethyl)-2,3-methylenedioxybenzamide hydrochloride). Yield: 49.7%. RXN SMILES: [CH2:1]([N:3]1[CH2:7][CH2:6][CH2:5][CH:4]1[CH2:8][NH2:9])[CH3:2].C1[C:19]2[C:11]1=[C:12]([CH:16]=[C:17]([OH:21])[C:18]=2O)[C:13]([Cl:15])=[O:14].Cl.C[C:24](C)=[O:25]>C(Cl)(Cl)Cl.O>[ClH:15].[CH2:1]([N:3]1[CH2:7][CH2:6][CH2:5][CH:4]1[CH2:8][NH:9][C:13](=[O:14])[C:12]1[CH:11]=[CH:19][CH:18]=[C:17]2[O:21][CH2:24][O:25][C:16]=12)[CH3:2] |f:6.7|. Procedure: 134 g of 1-ethyl-2-aminomethyl-pyrrolidine, 950 cm3 of chloroform and, gradually, 183 g of 2,3-methylenedioxyl benzoyl chloride, with the temperature being maintained at from 5°-10° C., were introduced into a balloon flask provided with an agitator and a thermometer. After the addition of 1 liter of water, chloroform was distilled and then the remaining solution was filtered. After the addition of 120 cm3 of 20% ammonia and extraction with ether, the ethereal solution was dried on potassium carb... The reactants are S1C2=C(C=C1C(C)=O)CCC1=CC(=CC=C12)C(C)=O (1,1′-(4,5-dihydronaphtho[1,2-b]thiophene-2,7-diyl)diethanone), C(#N)C1=C(C(=O)C(=C(C1=O)Cl)Cl)C#N (DDQ). Solvent: C1(=CC=CC=C1)C (toluene). Reaction conditions: temperature 110 celsius, time 60 hour. Product: S1C2=C(C=C1C(C)=O)C=CC1=CC(=CC=C12)C(C)=O (1,1′-(naphtho[1,2-b]thiophene-2,7-diyl)diethanone). Isolated yield 45.3%. As a reaction SMILES: [S:1]1[C:5]([C:6](=[O:8])[CH3:7])=[CH:4][C:3]2[CH2:9][CH2:10][C:11]3[C:16]([C:2]1=2)=[CH:15][CH:14]=[C:13]([C:17](=[O:19])[CH3:18])[CH:12]=3.C(C1C(=O)C(Cl)=C(Cl)C(=O)C=1C#N)#N>C1(C)C=CC=CC=1>[S:1]1[C:5]([C:6](=[O:8])[CH3:7])=[CH:4][C:3]2[CH:9]=[CH:10][C:11]3[C:16]([C:2]1=2)=[CH:15][CH:14]=[C:13]([C:17](=[O:19])[CH3:18])[CH:12]=3. Procedure: To a stirred solution of 1,1′-(4,5-dihydronaphtho[1,2-b]thiophene-2,7-diyl))diethanone (5c) (1 g, 3.7 mmol) in 30 ml of toluene, DDQ (0.84 g, 3.7 mmol) was added and the mixture was stirred at 110° C. for 60 hr. The reaction mixture was concentrated under reduced pressure, 100 ml water was added and the organics were extracted with ethyl acetate. The organic layer was dried over anhydrous sodium sulphate and concentrated under reduced pressure to obtain the crude compound which was purified by c... The reactants are CO (methanol), C(C)(C)(C)OC(=O)N1CCC(CCC1)(O)C1=CC=C(C=C1)F (4-(4-fluorophenyl)-4-hydroxyazepane-1-carboxylic acid tert-butyl ester). The reagents and catalysts are [Pd] (Pd—C). Solvent: [H][H] (hydrogen). Product: C(C)(C)(C)OC(=O)N1CCC(CCC1)C1=CC=C(C=C1)F (4-(4-fluorophenyl)azepane-1-carboxylic acid tert-butyl ester). Reaction SMILES: CO.[C:3]([O:7][C:8]([N:10]1[CH2:16][CH2:15][CH2:14][C:13]([C:18]2[CH:23]=[CH:22][C:21]([F:24])=[CH:20][CH:19]=2)(O)[CH2:12][CH2:11]1)=[O:9])([CH3:6])([CH3:5])[CH3:4]>[H][H].[Pd]>[C:3]([O:7][C:8]([N:10]1[CH2:16][CH2:15][CH2:14][CH:13]([C:18]2[CH:23]=[CH:22][C:21]([F:24])=[CH:20][CH:19]=2)[CH2:12][CH2:11]1)=[O:9])([CH3:6])([CH3:4])[CH3:5]. Procedure details: To a methanol (10 mL) solution of 4-(4-fluorophenyl)-4-hydroxyazepane-1-carboxylic acid tert-butyl ester (100 mg) obtained in Example 352, 10% Pd—C (100 mg) was added, and the reaction solution was agitated in hydrogen stream at room temperature for 1 hour. Suction filtration of the reaction solution was carried out using celite after the reaction ended, and the filtrate was concentrated under reduced pressure. The obtained crude product of 4-(4-fluorophenyl)azepane-1-carboxylic acid tert-butyl ... Starting materials: CC=1C=C(C(O)=CC1)O (4-methylcatechol), ClC1=NC=C(C=C1)Cl (2,5-dichloropyridine), C([O-])([O-])=O.[K+].[K+] (potassium carbonate), O (H2O). The solvent is CN(C=O)C (dimethylformamide), ClCCCC (1-chlorobutane). The product is CC1=CC(=C(C=C1)OC1=NC=C(C=C1)Cl)OC1=NC=C(C=C1)Cl (2,2'-[4-Methyl-1,2-phenylenebis(oxy)]bis[5-chloropyridine]). Yield: 45.0%. RXN SMILES: [CH3:1][C:2]1[CH:3]=[C:4](O)[C:5](=[CH:7][CH:8]=1)[OH:6].Cl[C:11]1[CH:16]=[CH:15][C:14]([Cl:17])=[CH:13][N:12]=1.[C:18](=[O:21])([O-])[O-].[K+].[K+].O>CN(C)C=O.ClCCCC>[CH3:1][C:2]1[CH:3]=[CH:4][C:5]([O:6][C:11]2[CH:16]=[CH:15][C:14]([Cl:17])=[CH:13][N:12]=2)=[C:7]([O:21][C:18]2[CH:16]=[CH:15][C:14]([Cl:17])=[CH:13][N:12]=2)[CH:8]=1 |f:2.3.4|. Procedure: In 40 ml of dimethylformamide, a mixture of 4.0 grams (0.032 mole) 4-methylcatechol, 12.0 grams 2,5-dichloropyridine, and 12.0 grams of potassium carbonate was heated between 140° and 145° overnight. To the reaction mixture at room temperature was added excess H2O and the resulting aqueous mixture was extracted with ethyl ether (200 ml) which was washed with H2O (2X), saturated NaHCO3, brine, dried (MgSO4), filtered, and the solvent evaporated to yield an oil. Chromatography on a silica gel colu... The reactants are Cc1cc(CC(OC(=O)N2CCC(N3CCc4ccccc4NC3=O)CC2)C(=O)N2CCC(N3CCN(C(=O)OCc4ccccc4)CC3)CC2)cc2c1OCCO2, CO, [H][H]. The product is Cc1cc(CC(OC(=O)N2CCC(N3CCc4ccccc4NC3=O)CC2)C(=O)N2CCC(N3CCNCC3)CC2)cc2c1OCCO2. As a reaction SMILES: [CH3:1][c:2]1[cH:3][c:4]([CH2:12][CH:13]([C:14](=[O:15])[N:16]2[CH2:17][CH2:18][CH:19]([N:22]3[CH2:23][CH2:24][N:25]([C:28]([O:29][CH2:30][c:31]4[cH:32][cH:33][cH:34][cH:35][cH:36]4)=[O:37])[CH2:26][CH2:27]3)[CH2:20][CH2:21]2)[O:38][C:39](=[O:40])[N:41]2[CH2:42][CH2:43][CH:44]([N:47]3[C:48](=[O:58])[NH:49][c:50]4[c:51]([cH:54][cH:55][cH:56][cH:57]4)[CH2:52][CH2:53]3)[CH2:45][CH2:46]2)[cH:5][c:6]2[c:7]1[O:8][CH2:9][CH2:10][O:11]2.[CH3:61][OH:62].[H:59][H:60]>>[CH3:1][c:2]1[cH:3][c:4]([CH2:12][CH:13]([C:14](=[O:15])[N:16]2[CH2:17][CH2:18][CH:19]([N:22]3[CH2:23][CH2:24][NH:25][CH2:26][CH2:27]3)[CH2:20][CH2:21]2)[O:38][C:39](=[O:40])[N:41]2[CH2:42][CH2:43][CH:44]([N:47]3[C:48](=[O:58])[NH:49][c:50]4[c:51]([cH:54][cH:55][cH:56][cH:57]4)[CH2:52][CH2:53]3)[CH2:45][CH2:46]2)[cH:5][c:6]2[c:7]1[O:8][CH2:9][CH2:10][O:11]2. Starting materials: C1(=CC=C(C=C1)S(=O)(=O)O)C (paratoluenesulphonic acid), O1CCCC=C1 (dihydropyran), CN(CCO)C (N,N-dimethylethanol-amine), C([O-])(O)=O.[Na+] (sodium bicarbonate). Reaction conditions: time 2 hour. Product: CN(C)C(COC1OCCCC1)O (N,N-dimethylamino-2-(tetrahydro-2-pyranyloxy) ethanol). As a reaction SMILES: C1(C)C=CC(S(O)(=O)=[O:8])=CC=1.[O:12]1[CH:17]=[CH:16][CH2:15][CH2:14][CH2:13]1.[CH3:18][N:19]([CH3:23])[CH2:20][CH2:21][OH:22].C(=O)(O)[O-].[Na+]>>[CH3:18][N:19]([CH:20]([OH:8])[CH2:21][O:22][CH:17]1[CH2:16][CH2:15][CH2:14][CH2:13][O:12]1)[CH3:23] |f:3.4|. Reported procedure: 10.0 mg of paratoluenesulphonic acid, 8.7 ml of dihydropyran, then 7.12 g of N,N-dimethylethanol-amine are mixed together at 20° C. The temperature is taken to 60° C., and after agitation for 2 hours the mixture is returned to 20° C. 0.5 g of sodium bicarbonate is then added. Agitation is continued for one hour. The tetrahydropyranyloxylated derivative is obtained which is immediately reacted. Reaction SMILES: [CH3:1][O:2][C:3]1[CH:4]=[C:5]([NH2:15])[CH:6]=[CH:7][C:8]=1[N:9]1[CH:13]=[C:12]([CH3:14])[N:11]=[CH:10]1.[C:16](N1C=CC=CC1=O)(N1C=CC=CC1=O)=[S:17]>ClCCl>[N:15]([C:5]1[CH:6]=[CH:7][C:8]([N:9]2[CH:13]=[C:12]([CH3:14])[N:11]=[CH:10]2)=[C:3]([O:2][CH3:1])[CH:4]=1)=[C:16]=[S:17]. Yields the product N(=C=S)C1=CC(=C(C=C1)N1C=NC(=C1)C)OC (1-(4-Isothiocyanato-2-methoxy-phenyl)-4-methyl-1H-imidazole). The solvent is ClCCl (dichloromethane). Procedure details: A solution of 3-methoxy-4-(4-methyl-imidazol-1-yl)-phenylamine (203 mg, 1 mmol) and of 1,1′-thiocarbonyldi-2(1H)-pyridone (263 mg, 1.1 mmol) in dichloromethane (10 mL) was stirred at 20° C. for 16 h to yield an orange solution. The solution was concentrated under reduced pressure to ¼ of its volume and subjected to column chromatography on silica gel using dichloromethane/methanol (95:5 v/v) as eluent to yield the title compound (230 mg, 94%) as a yellow oil which solidified on standing. Reactants: COC=1C=C(C=CC1N1C=NC(=C1)C)N (3-methoxy-4-(4-methyl-imidazol-1-yl)-phenylamine), C(=S)(N1C(C=CC=C1)=O)N1C(C=CC=C1)=O (1,1′-thiocarbonyldi-2(1H)-pyridone). Yield: 93.8%.